From a dataset of the Open Reaction Database (ORD), a public repository of structured organic reaction records. describe an organic reaction: reactants, conditions, products, and yield Starting materials: [N+](=O)([O-])C1=CC=C(C(=O)O)C=C1 (p-nitrobenzoic acid), C1(=CC=CC=C1)P(C1=CC=CC=C1)C1=CC=CC=C1 (triphenylphosphine), CC(C)OC(=O)/N=N/C(=O)OC(C)C (diisopropylazodicarboxylate), ester, O[Li].O (LiOH.H2O), [C@H]1(COCOCCC1)O ((S)-3,5-Dioxacyclooctan-1-ol). The solvent is C(Cl)(Cl)Cl (CHCl3), C1CCOC1 (THF), CO (methanol), O (water). Run at temperature 23 celsius, time 8 hour. Product: [C@@H]1(COCOCCC1)O ((R)-3,5-Dioxacyclooctan-1-ol). As a reaction SMILES: [N+](C1C=CC(C(O)=O)=CC=1)([O-])=O.C1(P(C2C=CC=CC=2)C2C=CC=CC=2)C=CC=CC=1.CC(OC(/N=N/C(OC(C)C)=O)=O)C.O[Li].O.[C@H:49]1([OH:57])[CH2:56][CH2:55][CH2:54][O:53][CH2:52][O:51][CH2:50]1>C1COCC1.CO.O.C(Cl)(Cl)Cl>[C@@H:49]1([OH:57])[CH2:56][CH2:55][CH2:54][O:53][CH2:52][O:51][CH2:50]1 |f:3.4|. Procedure: To a mixture of (S)-8a (46 mg, 0.35 mmol), p-nitrobenzoic acid (86 mg, 0.52 mmol), and triphenylphosphine (181 mg, 0.69 mmol), diisopropylazodicarboxylate (135 μL, 0.69 mmol) was added dropwise and the resulting mixture was stirred at 23° C. overnight. The solvent was removed under reduced pressure and the residue was purified by flash-chromatography (1:3 EtOAc/Hex). The resulting ester was dissolved in a 3:2:1 mixture of THF, methanol and water (4 mL) and LiOH.H2O (72 mg, 1.7 mmol) was added. T... Starting materials: C(C)(C)(C)OC(NC1C(CCC1)(C)O)=O (tert-butyl-2-hydroxy-2-methyl-cyclopentylcarbamate), Cl (hydrogen chloride), O1CCOCC1 (dioxane). Solvent: ClCCl (dichloromethane). Conditions: time 3 hour. Yields the product Cl.NC1C(CCC1)(O)C (2-Amino-1-methyl-cyclopentanol, hydrochloride). Reaction SMILES: C(OC(=O)[NH:7][CH:8]1[CH2:12][CH2:11][CH2:10][C:9]1([OH:14])[CH3:13])(C)(C)C.[ClH:16].O1CCOCC1>ClCCl>[ClH:16].[NH2:7][CH:8]1[CH2:12][CH2:11][CH2:10][C:9]1([CH3:13])[OH:14] |f:4.5|. Reported procedure: To a solution of tert-butyl-2-hydroxy-2-methyl-cyclopentylcarbamate (25 g, 104.5 mmol) in dichloromethane (210 mL) is added hydrogen chloride in dioxane (156 mL, 6 mol, 4 M) and the reaction is stirred at room temperature for 3 h. The solvent is evaporated and the resulting material is dried under vacuum to a constant weight to obtain the title compound (20.4 g) as a dark brown oil which is used in the next step without further purification. GC-MS 115.1 (M+); GC-MS analysis shows a cis/trans mix...